This data is from the Open Reaction Database (ORD), a public repository of structured organic reaction records. The task is: describe an organic reaction: reactants, conditions, products, and yield Starting materials: OCCCNS(=O)(=O)C1=CC(=CC=C1)[N+](=O)[O-] (N-(3-hydroxy-propyl)-3-nitro-benzenesulfonamid), [H-].[Na+] (sodium hydride), oil, BrC=1C(=NC(=NC1)Cl)Cl (5-bromo-2,4-dichloro-pyrimidine), [Na+].[Cl-] (NaCl). The solvent is CN(C)C=O (DMF), CN(C)C=O (DMF). Run at time 5 minute. Product: BrC=1C(=NC(=NC1)Cl)OCCCNS(=O)(=O)C1=CC(=CC=C1)[N+](=O)[O-] (N-[3-(5-Bromo-2-chloro-pyrimidin-4-yloxy)-propyl]-3-nitro-benzenesulfonamide). Reaction SMILES: [OH:1][CH2:2][CH2:3][CH2:4][NH:5][S:6]([C:9]1[CH:14]=[CH:13][CH:12]=[C:11]([N+:15]([O-:17])=[O:16])[CH:10]=1)(=[O:8])=[O:7].[H-].[Na+].[Br:20][C:21]1[C:22](Cl)=[N:23][C:24]([Cl:27])=[N:25][CH:26]=1.[Na+].[Cl-]>CN(C=O)C>[Br:20][C:21]1[C:22]([O:1][CH2:2][CH2:3][CH2:4][NH:5][S:6]([C:9]2[CH:14]=[CH:13][CH:12]=[C:11]([N+:15]([O-:17])=[O:16])[CH:10]=2)(=[O:7])=[O:8])=[N:23][C:24]([Cl:27])=[N:25][CH:26]=1 |f:1.2,4.5|. Procedure: A solution of 272 mg (1.05 mmol) of N-(3-hydroxy-propyl)-3-nitro-benzenesulfonamid in 5 ml DMF is mixed with 49 mg of a 60% dispersion of sodium hydride in mineral oil (1.22 mmol) and stirred for 5 minutes at room temperature. It is mixed with a solution of 220 mg (0.97 mmol) of 5-bromo-2,4-dichloro-pyrimidine in 5 ml of DMF and stirred for another 2 hours. The batch is mixed with saturated NaCl solution and then extracted with ethyl acetate (2×). The combined organic phases are washed with NaCl... Starting materials: COC(=O)C(C)Br, CCO, Oc1ccc(COc2ccc(Cl)cc2Cl)cc1, [Na]. Yields the product COC(=O)C(C)Oc1ccc(COc2ccc(Cl)cc2Cl)cc1. RXN SMILES: [Br:19][CH:20]([C:21](=[O:22])[O:23][CH3:24])[CH3:25].[CH3:26][CH2:27][OH:28].[Cl:2][c:3]1[c:4]([O:5][CH2:6][c:7]2[cH:8][cH:9][c:10]([OH:13])[cH:11][cH:12]2)[cH:14][cH:15][c:16]([Cl:18])[cH:17]1.[Na:1]>>[Cl:2][c:3]1[c:4]([O:5][CH2:6][c:7]2[cH:8][cH:9][c:10]([O:13][CH:20]([C:21](=[O:22])[O:23][CH3:24])[CH3:25])[cH:11][cH:12]2)[cH:14][cH:15][c:16]([Cl:18])[cH:17]1. Reactants: BrC(C(=O)OC)C1=CC=C(C=C1)OCCOC1=CC=C(C=C1)Cl (methyl bromo{p-[2-(p-chlorophenoxy)ethoxy]phenyl}acetate), C1(CCCCC1)C1=CC=C(C=C1)O (p-cyclohexylphenol). Product: COC(C(C1=CC=C(C=C1)OCCOC1=CC=C(C=C1)Cl)OC1=CC=C(C=C1)C1CCCCC1)=O (Methyl(p-cyclohexylphenoxy){p-[2-(p-chlorophenoxy)ethoxy]phenyl}acetate). The yield is 86.8%. RXN SMILES: Br[CH:2]([C:7]1[CH:12]=[CH:11][C:10]([O:13][CH2:14][CH2:15][O:16][C:17]2[CH:22]=[CH:21][C:20]([Cl:23])=[CH:19][CH:18]=2)=[CH:9][CH:8]=1)[C:3]([O:5][CH3:6])=[O:4].[CH:24]1([C:30]2[CH:35]=[CH:34][C:33]([OH:36])=[CH:32][CH:31]=2)[CH2:29][CH2:28][CH2:27][CH2:26][CH2:25]1>>[CH3:6][O:5][C:3](=[O:4])[CH:2]([O:36][C:33]1[CH:34]=[CH:35][C:30]([CH:24]2[CH2:29][CH2:28][CH2:27][CH2:26][CH2:25]2)=[CH:31][CH:32]=1)[C:7]1[CH:12]=[CH:11][C:10]([O:13][CH2:14][CH2:15][O:16][C:17]2[CH:22]=[CH:21][C:20]([Cl:23])=[CH:19][CH:18]=2)=[CH:9][CH:8]=1. Procedure: As described in Example 44, 8.0 g of methyl bromo{p-[2-(p-chlorophenoxy)ethoxy]phenyl}acetate is reacted with 4.05 g of p-cyclohexylphenol to give 8.6 g of product as tan crystals. Recrystallization from methanol gives off-white crystals, mp 108°-110° C. Run at temperature 150 celsius, time 24 hour. Product: COC(=O)C1=CC=C(CP(OCC)(OCC)=O)C=C1 (diethyl 4-(methoxycarbonyl)benzylphosphonate). As a reaction SMILES: Br[CH2:2][C:3]1[CH:12]=[CH:11][C:6]([C:7]([O:9][CH3:10])=[O:8])=[CH:5][CH:4]=1.[P:13](OCC)([O:18][CH2:19][CH3:20])([O:15][CH2:16][CH3:17])=[O:14]>>[CH3:10][O:9][C:7]([C:6]1[CH:11]=[CH:12][C:3]([CH2:2][P:13](=[O:14])([O:18][CH2:19][CH3:20])[O:15][CH2:16][CH3:17])=[CH:4][CH:5]=1)=[O:8]. Reported procedure: A mixture of methyl 4-(bromomethyl)benzoate (25 g, 109 mmol) and triethyl phosphate (24.3 ml, 142 mmol) was stirred at 150° C. for 24 h. The resulting mixture was purified by distillation (165-172° C., 1 mmHg) to obtain diethyl 4-(methoxycarbonyl)benzylphosphonate (21.5 g, 69%). To a mixture of diethyl 4-(methoxycarbonyl)benzylphosphonate (20.5 g, 71.5 mmol), 15-crown-5 (1.4 ml, 7.1 mmol) and THF (120 ml) was added sodium hydride (60% in oil, 2.9 g, 71.5 mmol) at 0° C. The mixture was stirred at... Yield: 68.9%. The reactants are BrCC1=CC=C(C(=O)OC)C=C1 (methyl 4-(bromomethyl)benzoate), P(=O)(OCC)(OCC)OCC (triethyl phosphate).